Task: describe an organic reaction: reactants, conditions, products, and yield. Dataset: the Open Reaction Database (ORD), a public repository of structured organic reaction records As a reaction SMILES: [Br:37][c:38]1[cH:39][c:40]([N:44]=[C:45]=[O:46])[cH:41][cH:42][cH:43]1.[CH3:1][O:2][C:3]([CH2:4][CH2:5][NH:6][C:7]([c:8]1[cH:9][cH:10][c:11]([CH2:14][NH:15][c:16]2[cH:17][cH:18][c:19]([C:22]3=[CH:23][CH2:24][CH2:25][CH2:26][CH2:27]3)[cH:20][cH:21]2)[cH:12][cH:13]1)=[O:28])=[O:29].[CH3:30][c:31]1[cH:32][cH:33][cH:34][cH:35][cH:36]1.[CH3:47][CH2:48][O:49][C:50](=[O:51])[CH3:52].[O:53]=[CH:54][N:55]([CH3:56])[CH3:57]>>[CH3:1][O:2][C:3]([CH2:4][CH2:5][NH:6][C:7]([c:8]1[cH:9][cH:10][c:11]([CH2:14][N:15]([c:16]2[cH:17][cH:18][c:19]([C:22]3=[CH:23][CH2:24][CH2:25][CH2:26][CH2:27]3)[cH:20][cH:21]2)[C:45]([NH:44][c:40]2[cH:39][c:38]([Br:37])[cH:43][cH:42][cH:41]2)=[O:46])[cH:12][cH:13]1)=[O:28])=[O:29]. Reactants: O=C=Nc1cccc(Br)c1, COC(=O)CCNC(=O)c1ccc(CNc2ccc(C3=CCCCC3)cc2)cc1, Cc1ccccc1, CCOC(C)=O, CN(C)C=O. Product: COC(=O)CCNC(=O)c1ccc(CN(C(=O)Nc2cccc(Br)c2)c2ccc(C3=CCCCC3)cc2)cc1. Starting materials: [Si](C)(C)(C(C)(C)C)O[C@@H]1C=2C(=C(C(=NC2CC(C1)(C)C)C(C)C)C=O)I ((S)-5-(tert-butyldimethylsilyloxy)-4-iodo-2-isopropyl-7,7-dimethyl-5,6,7,8-tetrahydroquinoline-3-carbaldehyde), BrC1=CC=C(C=C1)C(C(F)(F)F)(F)F (1-bromo-4-(perfluoroethyl)benzene). Product: [Si](C)(C)(C(C)(C)C)O[C@@H]1C=2C(=C(C(=NC2CC(C1)(C)C)C(C)C)[C@@H](O)C1=CC=C(C=C1)C(C(F)(F)F)(F)F)I ((S)—((S)-5-(tert-butyldimethylsilyloxy)-4-iodo-2-isopropyl-7,7-dimethyl-5,6,7,8-tetrahydroquinolin-3-yl)(4-(perfluoroethyl)phenyl)methanol). As a reaction SMILES: [Si:1]([O:8][C@H:9]1[CH2:18][C:17]([CH3:20])([CH3:19])[CH2:16][C:15]2[N:14]=[C:13]([CH:21]([CH3:23])[CH3:22])[C:12]([CH:24]=[O:25])=[C:11]([I:26])[C:10]1=2)([C:4]([CH3:7])([CH3:6])[CH3:5])([CH3:3])[CH3:2].Br[C:28]1[CH:33]=[CH:32][C:31]([C:34]([F:40])([F:39])[C:35]([F:38])([F:37])[F:36])=[CH:30][CH:29]=1>>[Si:1]([O:8][C@H:9]1[CH2:18][C:17]([CH3:19])([CH3:20])[CH2:16][C:15]2[N:14]=[C:13]([CH:21]([CH3:22])[CH3:23])[C:12]([C@H:24]([C:28]3[CH:29]=[CH:30][C:31]([C:34]([F:39])([F:40])[C:35]([F:37])([F:38])[F:36])=[CH:32][CH:33]=3)[OH:25])=[C:11]([I:26])[C:10]1=2)([C:4]([CH3:5])([CH3:6])[CH3:7])([CH3:3])[CH3:2]. Procedure: Obtained by starting from (S)-5-(tert-butyldimethylsilyloxy)-4-iodo-2-isopropyl-7,7-dimethyl-5,6,7,8-tetrahydroquinoline-3-carbaldehyde and 1-bromo-4-(perfluoroethyl)benzene. Reactants: C(C=C)OC([C@H](NC(=O)OC(C)(C)C)CCC1=CC=CC=C1)=O (N-(t-Butoxycarbonyl)-D-homophenylalanine allyl ester), C([O-])(O)=O.[Na+] (sodium bicarbonate), ( M ), C1(=CC=CC=C1)OC (anisole), FC(C(=O)O)(F)F (trifluoroacetic acid), ester, C13H17NO2. Run in C(Cl)Cl (methylene chloride), C(Cl)Cl (methylene chloride). Product: C(C=C)OC([C@H](N)CCC1=CC=CC=C1)=O (D-Homophenylalanine allyl ester). Reaction SMILES: [CH2:1]([O:4][C:5](=[O:23])[C@@H:6]([CH2:15][CH2:16][C:17]1[CH:22]=[CH:21][CH:20]=[CH:19][CH:18]=1)[NH:7]C(OC(C)(C)C)=O)[CH:2]=[CH2:3].C1(OC)C=CC=CC=1.FC(F)(F)C(O)=O.C(=O)(O)[O-].[Na+]>C(Cl)Cl>[CH2:1]([O:4][C:5](=[O:23])[C@@H:6]([CH2:15][CH2:16][C:17]1[CH:22]=[CH:21][CH:20]=[CH:19][CH:18]=1)[NH2:7])[CH:2]=[CH2:3] |f:3.4|. Procedure: The allyl ester from Step A of this Example (1.96 g; 6.136 mmol) was dissolved in dry methylene chloride (10 ml) and anisole (5 ml) was added. The mixture was stirred at room temperature and trifluoroacetic acid was added drop by drop to the ester over 5 minutes. The reaction mixture was stirred at room temperature for a further 2 h then the volatiles removed on a rotary evaporator under reduced pressure to give a thick oil. The oil was dissolved in methylene chloride (50 ml) and shaken with a s...